Dataset: the Open Reaction Database (ORD), a public repository of structured organic reaction records. Task: describe an organic reaction: reactants, conditions, products, and yield Starting materials: C(C)(=O)OCCC(C(CC=C(C)C)OC(C)OCC)C (8-acetoxy-2,6-dimethyl-5-[(1-ethoxyethoxy)]-2-octene), C([O-])([O-])=O.[K+].[K+] (potassium carbonate), O (water). Reported procedure: A mixture of 8-acetoxy-2,6-dimethyl-5-[(1-ethoxyethoxy)]-2-octene (0.5 mmole), saturated potassium carbonate solution (9 ml), water (6 ml) and methanol (100 ml) is stirred for 3 hours at room temperature. Most of the methanol is removed in vacuo and the residue is treated with ethyl acetate (500 ml) and water (200 ml). The organic phase is dried (Na2SO4) and evaporated in vacuo to give the crude product. This material is further purified by column chromatography on silica gel (25 g, 15% ethyl ac... Run at time 3 hour. Run in CO (methanol). Reaction SMILES: C([O:4][CH2:5][CH2:6][CH:7]([CH3:20])[CH:8]([O:14][CH:15]([O:17][CH2:18][CH3:19])[CH3:16])[CH2:9][CH:10]=[C:11]([CH3:13])[CH3:12])(=O)C.C(=O)([O-])[O-].[K+].[K+].O>CO>[CH3:20][CH:7]([CH:8]([O:14][CH:15]([O:17][CH2:18][CH3:19])[CH3:16])[CH2:9][CH:10]=[C:11]([CH3:13])[CH3:12])[CH2:6][CH2:5][OH:4] |f:1.2.3|. Product: CC(CCO)C(CC=C(C)C)OC(C)OCC (3,7-dimethyl-4-[(1-ethoxyethoxy)]-6-octen-1-ol). Reactants: CCN=C=NCCCN(C)C, ClCCl, CN1CCOCC1, CCOC(C)=O, Cl, Cl, Cc1cc(C(=O)O)ncc1C(c1cc(F)ccc1F)S(=O)(=O)c1ccc(F)cc1, NC1CCC(O)CC1, On1nnc2ccccc21. The product is Cc1cc(C(=O)NC2CCC(O)CC2)ncc1C(c1cc(F)ccc1F)S(=O)(=O)c1ccc(F)cc1. As a reaction SMILES: [CH2:50]([N:51]=[C:52]=[N:53][CH2:54][CH2:55][CH2:56][N:57]([CH3:58])[CH3:59])[CH3:60].[CH2:68]([Cl:69])[Cl:70].[CH3:61][N:62]1[CH2:63][CH2:64][O:65][CH2:66][CH2:67]1.[CH3:71][CH2:72][O:73][C:74](=[O:75])[CH3:76].[ClH:30].[ClH:49].[F:1][c:2]1[c:3]([CH:9]([c:10]2[c:11]([CH3:19])[cH:12][c:13]([C:16](=[O:17])[OH:18])[n:14][cH:15]2)[S:20](=[O:21])(=[O:22])[c:23]2[cH:24][cH:25][c:26]([F:29])[cH:27][cH:28]2)[cH:4][c:5]([F:8])[cH:6][cH:7]1.[NH2:31][CH:32]1[CH2:33][CH2:34][CH:35]([OH:38])[CH2:36][CH2:37]1.[OH:39][n:40]1[c:41]2[cH:42][cH:43][cH:44][cH:45][c:46]2[n:47][n:48]1>>[F:1][c:2]1[c:3]([CH:9]([c:10]2[c:11]([CH3:19])[cH:12][c:13]([C:16](=[O:17])[NH:31][CH:32]3[CH2:33][CH2:34][CH:35]([OH:38])[CH2:36][CH2:37]3)[n:14][cH:15]2)[S:20](=[O:21])(=[O:22])[c:23]2[cH:24][cH:25][c:26]([F:29])[cH:27][cH:28]2)[cH:4][c:5]([F:8])[cH:6][cH:7]1.